Dataset: the Open Reaction Database (ORD), a public repository of structured organic reaction records. Task: describe an organic reaction: reactants, conditions, products, and yield Reactants: Cc1ccc(CBr)cc1, Cc1nc(N2CCCCC2=O)sc1C(=O)NCc1ccccc1. The product is Cc1ccc(CC2CCCN(c3nc(C)c(C(=O)NCc4ccccc4)s3)C2=O)cc1. Reaction SMILES: [Br:24][CH2:25][c:26]1[cH:27][cH:28][c:29]([CH3:32])[cH:30][cH:31]1.[CH2:1]([c:2]1[cH:3][cH:4][cH:5][cH:6][cH:7]1)[NH:8][C:9](=[O:10])[c:11]1[c:12]([CH3:23])[n:13][c:14]([N:16]2[C:17](=[O:22])[CH2:18][CH2:19][CH2:20][CH2:21]2)[s:15]1>>[CH2:1]([c:2]1[cH:3][cH:4][cH:5][cH:6][cH:7]1)[NH:8][C:9](=[O:10])[c:11]1[c:12]([CH3:23])[n:13][c:14]([N:16]2[C:17](=[O:22])[CH:18]([CH2:25][c:26]3[cH:27][cH:28][c:29]([CH3:32])[cH:30][cH:31]3)[CH2:19][CH2:20][CH2:21]2)[s:15]1.